Dataset: the Open Reaction Database (ORD), a public repository of structured organic reaction records. Task: describe an organic reaction: reactants, conditions, products, and yield The reactants are N1C=NC=C1 (IMIDAZOLE), [Si](C1=CC=CC=C1)(C1=CC=CC=C1)(C(C)(C)C)Cl (TBDPS-Cl), CC(=C)[C@@H]1CC[C@]2([C@H]1[C@H]3CC[C@@H]4[C@]5(CC[C@@H](C([C@@H]5CC[C@]4([C@@]3(CC2)C)C)(C)C)O)C)CO (Betuline). The solvent is CCOC(=O)C (EtOAc), O (water), CN(C)C=O (DMF). Yields the product [Si](C1=CC=CC=C1)(C1=CC=CC=C1)(C(C)(C)C)OC[C@]12[C@@H](C3CC[C@@H]4[C@]5(CC[C@@H](C([C@@H]5CC[C@]4([C@@]3(CC1)C)C)(C)C)O)C)[C@@H](CC2)C(=C)C ((1R,3aS,5aR,5bR,7aR,9S,11aR,11bR,13bR)-3a-((tert-butyldiphenylsilyloxy)methyl)-5a,5b,8,8,11a-pentamethyl-1-(prop-1-en-2-yl)icosahydro-1H-cyclopenta[a]chrysen-9-ol). Yield: 89.3%. RXN SMILES: [CH3:1][C:2]([C@H:4]1[C@@H:8]2[C@@H:9]3[C@@:22]([CH3:25])([CH2:23][CH2:24][C@@:7]2([CH2:31][OH:32])[CH2:6][CH2:5]1)[C@@:21]1([CH3:26])[C@@H:12]([C@:13]2([CH3:30])[C@@H:18]([CH2:19][CH2:20]1)[C:17]([CH3:28])([CH3:27])[C@@H:16]([OH:29])[CH2:15][CH2:14]2)[CH2:11][CH2:10]3)=[CH2:3].N1C=CN=C1.[Si:38](Cl)([C:51]([CH3:54])([CH3:53])[CH3:52])([C:45]1[CH:50]=[CH:49][CH:48]=[CH:47][CH:46]=1)[C:39]1[CH:44]=[CH:43][CH:42]=[CH:41][CH:40]=1>CN(C=O)C.CCOC(C)=O.O>[Si:38]([O:32][CH2:31][C@:7]12[CH2:6][CH2:5][C@@H:4]([C:2]([CH3:1])=[CH2:3])[C@@H:8]1[CH:9]1[C@@:22]([CH3:25])([CH2:23][CH2:24]2)[C@@:21]2([CH3:26])[C@@H:12]([C@:13]3([CH3:30])[C@@H:18]([CH2:19][CH2:20]2)[C:17]([CH3:28])([CH3:27])[C@@H:16]([OH:29])[CH2:15][CH2:14]3)[CH2:11][CH2:10]1)([C:51]([CH3:54])([CH3:53])[CH3:52])([C:45]1[CH:46]=[CH:47][CH:48]=[CH:49][CH:50]=1)[C:39]1[CH:44]=[CH:43][CH:42]=[CH:41][CH:40]=1. Reported procedure: Betuline (2 g, 4.52 mmol) was dissolved in DMF (13 ml) and treated with IMIDAZOLE (0.923 g, 13.55 mmol) and TBDPS-Cl (2.437 ml, 9.49 mmol) at 50° C. for 18 h. TLC showed the reaction was complete. The reaction mixture was cooled to rt and diluted with EtOAc and water. The organic layer was separated dried over sodium sulfate, filtered and concentrated in vacuo. The crude was purified using silica gel chromatography (0-20% EtOAc/Hex) to afford (1R,3aS,5aR,5bR,7aR,9S,11aR,11bR,13bR)-3a-((tert-buty... Reactants: Oc1ncc(C(F)(F)F)cc1Br, [Li]C(C)(C)C, C1CCOC1, CCCCC, [H-], [Na+], CN(C)C=O. The product is O=Cc1cc(C(F)(F)F)cnc1O. RXN SMILES: [Br:1][c:2]1[c:3]([OH:12])[n:4][cH:5][c:6]([C:8]([F:9])([F:10])[F:11])[cH:7]1.[C:15]([Li:16])([CH3:17])([CH3:18])[CH3:19].[CH2:25]1[O:26][CH2:27][CH2:28][CH2:29]1.[CH3:30][CH2:31][CH2:32][CH2:33][CH3:34].[H-:13].[Na+:14].[O:20]=[CH:21][N:22]([CH3:23])[CH3:24]>>[c:2]1([CH:21]=[O:20])[c:3]([OH:12])[n:4][cH:5][c:6]([C:8]([F:9])([F:10])[F:11])[cH:7]1. Starting materials: [K+].[Br-] (KBr), ClC=1C=C(C=CC1)C(CNC(CC1=CC2=C(OC(O2)(C(=O)O)C(=O)O)C=C1)C)O (5-{2-[2-(3-chloro-phenyl)-2-hydroxy-ethylamino]-propyl}-benzo[1,3]dioxole-2,2-dicarboxylic acid), C(C)C(CO)CC (2-ethylbutanol), Cl (HCl). Run in C(Cl)(Cl)Cl (CHCl3). The product is C(C)C(COC(=O)C1(OC2=C(O1)C=CC(=C2)C[C@@H](C)NC[C@H](O)C2=CC(=CC=C2)Cl)C(=O)OCC(CC)CC)CC (5-{(2R)-2-[(2R)-2-(3-Chloro-phenyl)-2-hydroxy-ethylamino]-propyl}-benzo[1,3]dioxole-2,2-dicarboxylic acid bis-(2-ethylbutyl) ester). As a reaction SMILES: [Cl:1][C:2]1[CH:3]=[C:4]([CH:8]([OH:29])[CH2:9][NH:10][CH:11]([CH3:28])[CH2:12][C:13]2[CH:27]=[CH:26][C:16]3[O:17][C:18]([C:23]([OH:25])=[O:24])([C:20]([OH:22])=[O:21])[O:19][C:15]=3[CH:14]=2)[CH:5]=[CH:6][CH:7]=1.[CH2:30]([CH:32]([CH2:35][CH3:36])[CH2:33]O)[CH3:31].Cl.[K+].[Br-]>C(Cl)(Cl)Cl>[CH2:30]([CH:32]([CH2:35][CH3:36])[CH2:33][O:24][C:23]([C:18]1([C:20]([O:22][CH2:8][CH:4]([CH2:5][CH3:6])[CH2:3][CH3:2])=[O:21])[O:17][C:16]2[CH:26]=[CH:27][C:13]([CH2:12][C@H:11]([NH:10][CH2:9][C@@H:8]([C:4]3[CH:5]=[CH:6][CH:7]=[C:2]([Cl:1])[CH:3]=3)[OH:29])[CH3:28])=[CH:14][C:15]=2[O:19]1)=[O:25])[CH3:31] |f:3.4|. Reported procedure: The title compound was prepared from 5-{2-[2-(3-chloro-phenyl)-2-hydroxy-ethylamino]-propyl}-benzo[1,3]dioxole-2,2-dicarboxylic acid and 2-ethylbutanol according to the procedure of Example 1 as an off-white gum (HCl salt); 1H NMR (CDCl3) δ 0.80-0.95 (m, 12H), 1.25-1.45 (m, 10H), 1.50-1.65 (m, 3H), 2.75-2.85 (m, 1H), 3.10-3.40 (m, 1H), 3.47-3.49 (m, 2H), 4.25 (d, 5H), 5.50 (d, 1H), 6.70-6.80 (m, 1H), 6.80-6.90 (m, 2H), 7.20-7.45 (m, 3H), 7.46 (s, 1H), 8.74 (bs, 1 H), 10.06 (bs, 1H); IR (KBr): 29... Starting materials: ice water, FC(C=1C=C(C=C(C1)C(F)(F)F)[C@@H](C)O)(F)F ((R)-1-[3,5-bis(trifluoromethyl)phenyl]ethanol), P(Br)(Br)Br (phosphorus tribromide), Br (hydrogen bromide). Reaction conditions: temperature 20.5 celsius, time 30 minute. The product is Br[C@@H](C)C1=CC(=CC(=C1)C(F)(F)F)C(F)(F)F ((S)-1-bromo-1-[3,5-bis(trifluoromethyl)phenyl]ethane). Isolated yield 181.4%. As a reaction SMILES: [F:1][C:2]([F:17])([F:16])[C:3]1[CH:4]=[C:5]([C@H:13](O)[CH3:14])[CH:6]=[C:7]([C:9]([F:12])([F:11])[F:10])[CH:8]=1.P(Br)(Br)[Br:19].Br>>[Br:19][C@H:13]([C:5]1[CH:4]=[C:3]([C:2]([F:17])([F:16])[F:1])[CH:8]=[C:7]([C:9]([F:12])([F:11])[F:10])[CH:6]=1)[CH3:14]. Procedure: Under an argon atmosphere, (R)-1-[3,5-bis(trifluoromethyl)phenyl]ethanol (1.0 g, 3.87 mmol, >99.5% ee) was added dropwise with phosphorus tribromide (0.52 g, 1.94 mmol) on a water bath at a temperature lower than 20° C., and the mixture was stirred at 19 to 22° C. for 30 minutes. The reaction mixture was cooled, and added dropwise with hydrogen bromide (30% solution in acetic acid, 0.76 mL, 3.87 mmol) at a temperature lower than 0° C., and the mixture was stirred at 13 to 15° C. for 18 hours. Th... Starting materials: NiCl2(PCy3)2, Grignard reagent, CCCCCCCCCCCCC (tridecane), COC1=NC=CC=C1 (2-methoxypyridine). Product: C1(=CC=CC=C1)C1=NC=CC=C1 (2-phenylpyridine). The yield is 75.0%. Reaction SMILES: CC[CH2:3][CH2:4][CH2:5][CH2:6][CH2:7][CH2:8][CH2:9][CH2:10][CH2:11][CH2:12][CH3:13].COC1C=CC=C[N:17]=1>>[C:8]1([C:7]2[CH:6]=[CH:5][CH:4]=[CH:3][N:17]=2)[CH:9]=[CH:10][CH:11]=[CH:12][CH:13]=1. Procedure: In a reaction flask was placed NiCl2(PCy3)2 (58.5 mg, 0.0847 mmol), tridecane (345 mg, 1.875 mmol, as an internal standard), and 2-methoxypyridine (343 mg, 3.146 mmol). The Grignard reagent (1 M in THF, 6.2 mmol) was added to the above catalyst mixture under a nitrogen atmosphere at 0° C. The resulting solution was stirred for several minutes and warmed to room temperature for 15 hours. The reaction mixture was quenched with an aqueous sodium citrate solution (1 M). The resulting aqueous solutio... Reactants: [BH4-], CCO, [Cl-], [Na+], [Na+], CCOC(=O)c1[nH]c2cccc3c2c1CCC3=O, C1CCOC1. The product is CCOC(=O)c1[nH]c2cccc3c2c1CCC3O. RXN SMILES: [BH4-:19].[CH3:21][CH2:22][OH:23].[Cl-:25].[Na+:20].[Na+:24].[O:1]=[C:2]1[CH2:3][CH2:4][c:5]2[c:6]([C:14](=[O:15])[O:16][CH2:17][CH3:18])[nH:7][c:8]3[cH:9][cH:10][cH:11][c:12]1[c:13]23.[O:26]1[CH2:27][CH2:28][CH2:29][CH2:30]1>>[OH:1][CH:2]1[CH2:3][CH2:4][c:5]2[c:6]([C:14](=[O:15])[O:16][CH2:17][CH3:18])[nH:7][c:8]3[cH:9][cH:10][cH:11][c:12]1[c:13]23. The reactants are BrCc1ccccc1, O=C([O-])[O-], CCOC(C)=O, [Cs+], [Cs+], CN(C)C=O, OCc1cc(C(F)(F)F)ccc1O. The product is OCc1cc(C(F)(F)F)ccc1OCc1ccccc1. As a reaction SMILES: [Br:20][CH2:21][c:22]1[cH:23][cH:24][cH:25][cH:26][cH:27]1.[C:1](=[O:2])([O-:3])[O-:4].[CH3:33][CH2:34][O:35][C:36](=[O:37])[CH3:38].[Cs+:5].[Cs+:6].[O:28]=[CH:29][N:30]([CH3:31])[CH3:32].[OH:7][c:8]1[c:9]([CH2:10][OH:11])[cH:12][c:13]([C:16]([F:17])([F:18])[F:19])[cH:14][cH:15]1>>[O:7]([c:8]1[c:9]([CH2:10][OH:11])[cH:12][c:13]([C:16]([F:17])([F:18])[F:19])[cH:14][cH:15]1)[CH2:21][c:22]1[cH:23][cH:24][cH:25][cH:26][cH:27]1. Reactants: ClC=1C=C(C=CC1)C1CN(C(O1)=O)C(CC1=CC(=C(C=C1)O)O)C (5-(3-chlorophenyl)-3-(2-(3,4-dihydroxyphenyl)-1-methylethyl)-2-oxazolidinone), BrC(C(C)=O)(C(C)=O)Br (3,3-dibromo-2,4-pentanedione), C([O-])([O-])=O.[K+].[K+] (potassium carbonate). Solvent: C(C)#N (acetonitrile). Run at time 48 hour. Yields the product ClC=1C=C(C=CC1)C(CNC(CC1=CC2=C(OC(O2)(C(C)=O)C(C)=O)C=C1)C)O (5-(2-((2-(3-chlorophenyl)-2-hydroxyethyl)amino)propyl)-2,2-diacetyl-1,3-benzodioxole). RXN SMILES: [Cl:1][C:2]1[CH:3]=[C:4]([CH:8]2[O:12]C(=O)[N:10]([CH:14]([CH3:24])[CH2:15][C:16]3[CH:21]=[CH:20][C:19]([OH:22])=[C:18]([OH:23])[CH:17]=3)[CH2:9]2)[CH:5]=[CH:6][CH:7]=1.Br[C:26](Br)([C:30](=[O:32])[CH3:31])[C:27](=[O:29])[CH3:28].C(=O)([O-])[O-].[K+].[K+]>C(#N)C>[Cl:1][C:2]1[CH:3]=[C:4]([CH:8]([OH:12])[CH2:9][NH:10][CH:14]([CH3:24])[CH2:15][C:16]2[CH:21]=[CH:20][C:19]3[O:22][C:26]([C:30](=[O:32])[CH3:31])([C:27](=[O:29])[CH3:28])[O:23][C:18]=3[CH:17]=2)[CH:5]=[CH:6][CH:7]=1 |f:2.3.4|. Procedure details: One equivalent of 5-(3-chlorophenyl)-3-(2-(3,4-dihydroxyphenyl)-1-methylethyl)-2-oxazolidinone, prepared by the procedure of U.S. Pat. No. 5,061,727, Example 1, is combined with 1.1 equivalents of 3,3-dibromo-2,4-pentanedione and 2.2 equivalents of powdered potassium carbonate in acetonitrile. The reaction mixture is stirred at room temperature for 48 hours, evaporated in vacuo and partitioned between methylene chloride and water. The organic layer is dried, filtered and evaporated in vacuo to g... Starting materials: NC=1NCCC1 (2-amino-pyrroline), C(C)OC=C(C(=O)OCC)C(=O)OCC (diethyl ethoxy-methylene-malonate). Solvent: C(C)O (ethanol), C(C)O (ethanol). Run at temperature 0 celsius, time 1 hour. Yields the product O=C1N=C2N(C=C1C(=O)OCC)CCC2 (ethyl 2-oxo-2,6,7,8-tetrahydro-pyrrolo[1,2-a]pyrimidine-3-carboxylate). Isolated yield 48.4%. As a reaction SMILES: [NH2:1][C:2]1[NH:3][CH2:4][CH2:5][CH:6]=1.C([O:9][CH:10]=[C:11]([C:17](OCC)=O)[C:12]([O:14][CH2:15][CH3:16])=[O:13])C>C(O)C>[O:9]=[C:10]1[C:11]([C:12]([O:14][CH2:15][CH3:16])=[O:13])=[CH:17][N:3]2[CH2:4][CH2:5][CH2:6][C:2]2=[N:1]1. Procedure: 42 g. of 2-amino-pyrroline are dissolved in 400 ml. of ethanol and at 0°-7° C. a solution of 108 g. of diethyl ethoxy-methylene-malonate in 200 ml. ethanol is added dropwise. After the addition is completed the mixture is stirred for 1 hour at 0° C., and allowed to stand for 12 hours at -5° C. The precipitated crystals are filtered. After evaporation of the alcohol the residue is boiled with 200 ml. of benzene. After cooling the insoluble crystals are filtered off. The filtered crystals are comb...